This data is from the Open Reaction Database (ORD), a public repository of structured organic reaction records. The task is: describe an organic reaction: reactants, conditions, products, and yield Reactants: CC1(COC(OC1)C(C)[C@H]1CC[C@H]2[C@@H]3[C@@H](C=C4C[C@H]([C@H]5[C@@H]([C@]4(C)[C@H]3CC[C@]12C)O5)O)OC(N(C)C)=O)C (20-(5,5-dimethyl-1,3-dioxan-2-yl)-7α-(N,N-dimethylcarbamoyloxy)-1α,2α-epoxypregn-5-en-3β-ol), CC1(COC(OC1)C(C)[C@H]1CC[C@H]2[C@@H]3[C@@H](C=C4C[C@H]([C@H]5[C@@H]([C@]4(C)[C@H]3CC[C@]12C)O5)O)O)C (20-(5,5-dimethyl-1,3-dioxan-2-yl)-1α,2α-epoxypregn-5-ene-3β,7α-diol). Yields the product CN(C(=O)O[C@H]1[C@H]2[C@@H]3CC[C@H](C(C)C=O)[C@]3(CC[C@@H]2[C@]2([C@@H]3[C@H]([C@@H](CC2=C1)O)O3)C)C)C (7α-(N,N-dimethylcarbamoyloxy)-1α,2α-epoxy-3β-hydroxypregn-5-ene-20-carbaldehyde). Yield: 69.5%. As a reaction SMILES: CC1(C)CO[CH:5]([CH:8]([C@@H:10]2[C@:27]3([CH3:28])[C@H:13]([C@H:14]4[C@H:24]([CH2:25][CH2:26]3)[C@:22]3([CH3:23])[C:17]([CH2:18][C@@H:19]([OH:30])[C@@H:20]5[O:29][C@@H:21]53)=[CH:16][C@H:15]4[O:31][C:32](=[O:36])[N:33]([CH3:35])[CH3:34])[CH2:12][CH2:11]2)[CH3:9])[O:4]C1.CC1(C)COC(C([C@@H]2[C@]3(C)[C@H]([C@H]4[C@H](CC3)[C@]3(C)C(C[C@@H](O)[C@@H]5O[C@@H]53)=C[C@H]4O)CC2)C)OC1>>[CH3:35][N:33]([CH3:34])[C:32]([O:31][C@@H:15]1[CH:16]=[C:17]2[C@:22]([CH3:23])([C@H:21]3[O:29][C@H:20]3[C@H:19]([OH:30])[CH2:18]2)[C@@H:24]2[C@@H:14]1[C@H:13]1[C@:27]([CH3:28])([CH2:26][CH2:25]2)[C@@H:10]([CH:8]([CH:5]=[O:4])[CH3:9])[CH2:11][CH2:12]1)=[O:36]. Procedure details: The procedure of Example 36 was repeated except that 2.5 mg (0.005 mmole) of 20-(5,5-dimethyl-1,3-dioxan-2-yl)-7α-(N,N-dimethylcarbamoyloxy)-1α,2α-epoxypregn-5-en-3β-ol was used in lieu of 2.2 mg of 20-(5,5-dimethyl-1,3-dioxan-2-yl)-1α,2α-epoxypregn-5-ene-3β,7α-diol to give 1.5 mg of 7α-(N,N-dimethylcarbamoyloxy)-1α,2α-epoxy-3β-hydroxypregn-5-ene-20-carbaldehyde (yield: 70%).